From a dataset of the Open Reaction Database (ORD), a public repository of structured organic reaction records. describe an organic reaction: reactants, conditions, products, and yield Starting materials: C1(=CC=C(C=C1)C1(CC2=CC=CC=C2C1)O)C (2-(p-tolyl)-2-indanol), Cl (hydrochloric acid). Run in C1CCOC1 (THF), O (water). Conditions: time 12 hour. Yields the product C1(=CC=C(C=C1)C=1CC2=CC=CC=C2C1)C (2-(p-tolyl)-1H-indene). The yield is 93.0%. Reaction SMILES: [C:1]1([CH3:17])[CH:6]=[CH:5][C:4]([C:7]2(O)[CH2:15][C:14]3[C:9](=[CH:10][CH:11]=[CH:12][CH:13]=3)[CH2:8]2)=[CH:3][CH:2]=1.Cl>C1COCC1.O>[C:1]1([CH3:17])[CH:2]=[CH:3][C:4]([C:7]2[CH2:15][C:14]3[C:9]([CH:8]=2)=[CH:10][CH:11]=[CH:12][CH:13]=3)=[CH:5][CH:6]=1. Procedure: To a solution of 2-(p-tolyl)-2-indanol (17.27 g, 77.01 mmol) in THF (200 mL) was added a solution of concentrated hydrochloric acid (40 mL) in water (60 mL). The solution was stirred at room temperature overnight (12 h). The solid was collected and washed with pentane (50 mL) and then tetrahydrofuran (50 mL) to give 14.77 g of 2-(p-tolyl)-1H-indene. 1 H-N.M.R. (CDCl3) d 2.43(s, 3H), d 3.83 (br s, 2H), d 7.20-7.35(m, 5H), d 7.45(br d, J=7.1 Hz, 2H), d 7.55(br d, J=7.1 Hz, 2H), d 7.60 (br d, J=7.1... Reactants: ice water, BrCC(=O)N(C)C (2-bromo-N,N-dimethylacetamide), C([O-])([O-])=O.[Cs+].[Cs+] (cesium carbonate), C(C1=CC=CC=C1)OC(=O)N[C@@H]1CC2=CC(=CC=C2CC1)O ((S)-2-(Benzyloxycarbonylamino)-7-hydroxytetralin). Run in CN(C=O)C (N,N-dimethylformamide). Conditions: time 6 hour. Yields the product C(C1=CC=CC=C1)OC(=O)N[C@@H]1CC2=CC(=CC=C2CC1)OCC(=O)N(C)C ((S)-2-[2-(benzyloxycarbonylamino)-1,2,3,4-tetrahydronaphthalen-7-yloxy]-N,N-dimethylacetamide). Yield: 81.2%. RXN SMILES: [CH2:1]([O:8][C:9]([NH:11][C@H:12]1[CH2:21][CH2:20][C:19]2[C:14](=[CH:15][C:16]([OH:22])=[CH:17][CH:18]=2)[CH2:13]1)=[O:10])[C:2]1[CH:7]=[CH:6][CH:5]=[CH:4][CH:3]=1.Br[CH2:24][C:25]([N:27]([CH3:29])[CH3:28])=[O:26].C(=O)([O-])[O-].[Cs+].[Cs+]>CN(C)C=O>[CH2:1]([O:8][C:9]([NH:11][C@H:12]1[CH2:21][CH2:20][C:19]2[C:14](=[CH:15][C:16]([O:22][CH2:24][C:25]([N:27]([CH3:29])[CH3:28])=[O:26])=[CH:17][CH:18]=2)[CH2:13]1)=[O:10])[C:2]1[CH:7]=[CH:6][CH:5]=[CH:4][CH:3]=1 |f:2.3.4|. Reported procedure: (S)-2-(Benzyloxycarbonylamino)-7-hydroxytetralin (13.4 g) was dissolved in 120 ml of N,N-dimethylformamide, 8.27 g of 2-bromo-N,N-dimethylacetamide and 22.0 g of cesium carbonate were added to the solution, and the mixture was stirred at room temperature for 6 hours. The reaction solution was poured into ice-water, the mixture was extracted with ethyl acetate, and the extract was washed with water and then dried over anhydrous magnesium sulfate. The solvent was evaporated under reduced pressure ... Reactants: BrC1=C(C=CC(=C1)C(F)(F)F)CC(=O)OC (methyl 2-(2-bromo-4-(trifluoromethyl)phenyl)acetate), F[B-](F)(F)F (BF4), [Si](C)(C)(C)C#C (TMS-acetylene), CN(C)C=O (DMF). The reagents and catalysts are Cl[Pd]([P](C1=CC=CC=C1)(C2=CC=CC=C2)C3=CC=CC=C3)([P](C4=CC=CC=C4)(C5=CC=CC=C5)C6=CC=CC=C6)Cl (PdCl2(PPh3)2), [Cu]I (CuI). Solvent: CCN(CC)CC (Et3N). Reaction conditions: temperature 80 celsius, time 16 hour. Product: FC(C1=CC(=C(C=C1)CC(=O)OC)C#C[Si](C)(C)C)(F)F (Methyl 2-(4-(trifluoromethyl)-2-((trimethylsilyl)ethynyl)phenyl)acetate), liquid. Yield: 92.0%. As a reaction SMILES: Br[C:2]1[CH:7]=[C:6]([C:8]([F:11])([F:10])[F:9])[CH:5]=[CH:4][C:3]=1[CH2:12][C:13]([O:15][CH3:16])=[O:14].F[B-](F)(F)F.[Si:22]([C:26]#[CH:27])([CH3:25])([CH3:24])[CH3:23].CN(C=O)C>CCN(CC)CC.Cl[Pd](Cl)([P](C1C=CC=CC=1)(C1C=CC=CC=1)C1C=CC=CC=1)[P](C1C=CC=CC=1)(C1C=CC=CC=1)C1C=CC=CC=1.[Cu]I>[F:9][C:8]([F:11])([F:10])[C:6]1[CH:5]=[CH:4][C:3]([CH2:12][C:13]([O:15][CH3:16])=[O:14])=[C:2]([C:27]#[C:26][Si:22]([CH3:25])([CH3:24])[CH3:23])[CH:7]=1 |^1:42,61|. Reported procedure: A suspension of methyl 2-(2-bromo-4-(trifluoromethyl)phenyl)acetate (A57) (1.60 g, 5.38 mmol), PdCl2(PPh3)2 (189 mg, 269 μmmol), t-Bu3PH.BF4 (78.1 mg, 269 μmmol), CuI (51.3 mg, 269 μmol) and TMS-acetylene (1.52 mL, 10.8 mmol) in Et3N (10 mL) and anhydrous, degassed DMF (10 mL) was stirred at 80° C. for 16 hours. The resulting mixture was adsorbed onto silica gel and purified using column chromatography (Biotage Isolera, SiO2 cartridge, 0-10% EtOAc in petroleum benzine 40-60° C.) to give the titl...